This data is from the Open Reaction Database (ORD), a public repository of structured organic reaction records. The task is: describe an organic reaction: reactants, conditions, products, and yield The reactants are [Li+].[OH-].CO (LiOH methanol), N1(CCCC1)C1=CCCCC1 (1-pyrrolidino-1-cyclohexene), O=C1C(CCCC1)C(C(=O)OC)CC1=CC=CC=C1 (methyl a-(2-oxocyclohexyl)benzenepropanoate), O (water). Run in CN(C=O)C (dimethylformamide). Yields the product O=C1C(CCCC1)C(CC(=O)O)C1=CC=C(C=C1)C (β-(2-oxocyclohexyl)-4-methylbenzenepropanoic acid). Reaction SMILES: N1([C:6]2[CH2:11][CH2:10][CH2:9][CH2:8][CH:7]=2)CCCC1.O=C1CCCCC1[CH:19]([CH2:24][C:25]1[CH:30]=[CH:29][CH:28]=[CH:27][CH:26]=1)[C:20]([O:22]C)=[O:21].[OH2:31].[Li+].[OH-].[CH3:34]O>CN(C)C=O>[O:31]=[C:26]1[CH2:27][CH2:28][CH2:29][CH2:30][CH:25]1[CH:24]([C:6]1[CH:7]=[CH:8][C:9]([CH3:34])=[CH:10][CH:11]=1)[CH2:19][C:20]([OH:22])=[O:21] |f:3.4.5|. Procedure details: 1-pyrrolidino-1-cyclohexene is refluxed with methyl a-(2-oxocyclohexyl)benzenepropanoate in dimethylformamide (DMF) for 24 hours and refluxing is continued for another hour after the addition of water. DMF is removed under reduced pressure and the residue is diluted with water and extracted three times with EtOAc. The combined EtOAc extracts are washed with 1N HCl and then with brine. The organic phase is dried over MgSO4 and evaporated to give crude methyl b-(2-cxocyclohexyl)-4-methylbenzenepro... Reactants: ice, FC1=C(COC2=CC(NC=C2)=O)C=CC(=C1)F (4-(2,4-difluorobenzyloxy)-1H-pyridin-2-one), BrBr (bromine). The solvent is CC(=O)O (AcOH), CC(=O)O (AcOH). Conditions: time 10 minute. Yields the product BrC=1C(NC=CC1OCC1=C(C=C(C=C1)F)F)=O (3-bromo-4-(2,4-difluorobenzyloxy)-1H-pyridin-2-one). The yield is 102.1%. Reaction SMILES: [F:1][C:2]1[CH:16]=[C:15]([F:17])[CH:14]=[CH:13][C:3]=1[CH2:4][O:5][C:6]1[CH:11]=[CH:10][NH:9][C:8](=[O:12])[CH:7]=1.[Br:18]Br>CC(O)=O>[Br:18][C:7]1[C:8](=[O:12])[NH:9][CH:10]=[CH:11][C:6]=1[O:5][CH2:4][C:3]1[CH:13]=[CH:14][C:15]([F:17])=[CH:16][C:2]=1[F:1]. Procedure details: To an ice-cold solution of 4-(2,4-difluorobenzyloxy)-1H-pyridin-2-one (0.75 g, 3.1 mmol) in AcOH (12 mL) was added a solution of bromine (0.2 mL, 3.5 mmol) in AcOH (6 mL), and the reaction mixture was stirred 10 min. The solvent was removed under reduced pressure to afford 3-bromo-4-(2,4-difluorobenzyloxy)-1H-pyridin-2-one as a white solid (1.0 g, 100%): ESI MS m/z 299 [M+H]+. Reactants: C1CCOC1, CO, CCOC(=O)CC1OB(O)c2cc(Oc3cc(CN)ccn3)cc(C)c21, [Na+], [OH-]. Yields the product Cc1cc(Oc2cc(CN)ccn2)cc2c1C(CC(=O)O)OB2O. RXN SMILES: [CH2:31]1[O:32][CH2:33][CH2:34][CH2:35]1.[CH3:29][OH:30].[NH2:1][CH2:2][c:3]1[cH:4][c:5]([O:9][c:10]2[cH:11][c:12]([CH3:26])[c:13]3[c:14]([cH:25]2)[B:15]([OH:24])[O:16][CH:17]3[CH2:18][C:19](=[O:20])[O:21][CH2:22][CH3:23])[n:6][cH:7][cH:8]1.[Na+:28].[OH-:27]>>[NH2:1][CH2:2][c:3]1[cH:4][c:5]([O:9][c:10]2[cH:11][c:12]([CH3:26])[c:13]3[c:14]([cH:25]2)[B:15]([OH:24])[O:16][CH:17]3[CH2:18][C:19](=[O:20])[OH:21])[n:6][cH:7][cH:8]1. The reactants are ClC=1C=C(C=CC1F)NC=1C2=C(N=CN1)C=NC(=N2)NC2CCN(CC2)C(=O)OC(C)(C)C (4-[(3-chloro-4-fluorophenyl)amino]-6-[1-tert-butyloxycarbonyl-4-piperidinylamino]pyrimido[5,4-d]pyrimidine), FC(C(=O)O)(F)F (trifluoroacetic acid), ClC(=O)OC (methyl chloroformate), petroleum ether ethyl acetate methanol. Product: ClC=1C=C(C=CC1F)NC=1C2=C(N=CN1)C=NC(=N2)NC2CCN(CC2)C(=O)OC (4-[(3-Chloro-4-fluorophenyl)amino]-6-[1-methoxycarbonyl-4-piperidinylamino]pyrimido[5,4-d]pyrimidine). Reaction SMILES: [Cl:1][C:2]1[CH:3]=[C:4]([NH:9][C:10]2[C:11]3[N:19]=[C:18]([NH:20][CH:21]4[CH2:26][CH2:25][N:24]([C:27]([O:29][C:30](C)(C)C)=[O:28])[CH2:23][CH2:22]4)[N:17]=[CH:16][C:12]=3[N:13]=[CH:14][N:15]=2)[CH:5]=[CH:6][C:7]=1[F:8].FC(F)(F)C(O)=O.ClC(OC)=O>>[Cl:1][C:2]1[CH:3]=[C:4]([NH:9][C:10]2[C:11]3[N:19]=[C:18]([NH:20][CH:21]4[CH2:26][CH2:25][N:24]([C:27]([O:29][CH3:30])=[O:28])[CH2:23][CH2:22]4)[N:17]=[CH:16][C:12]=3[N:13]=[CH:14][N:15]=2)[CH:5]=[CH:6][C:7]=1[F:8]. Procedure: Prepared from 4-[(3-chloro-4-fluorophenyl)amino]-6-[1-tert-butyloxycarbonyl-4-piperidinylamino]pyrimido[5,4-d]pyrimidine by reaction with trifluoroacetic acid and subsequent reaction with methyl chloroformate. Melting point: 213°-215° C,; Rf : 0.24 (silica gel; petroleum ether/ethyl acetate/methanol=20:10:1)